Dataset: the Open Reaction Database (ORD), a public repository of structured organic reaction records. Task: describe an organic reaction: reactants, conditions, products, and yield The reactants are BrCc1ccccc1, CN(C)C=O, [H-], [Na+], O=C1NCc2c(cccc2Oc2ccccc2)N1. Product: O=C1NCc2c(Oc3ccccc3)cccc2N1Cc1ccccc1. Reaction SMILES: [Br:21][CH2:22][c:23]1[cH:24][cH:25][cH:26][cH:27][cH:28]1.[CH3:29][N:30]([CH3:31])[CH:32]=[O:33].[H-:19].[Na+:20].[O:1]([c:2]1[cH:3][cH:4][cH:5][cH:6][cH:7]1)[c:8]1[c:9]2[c:14]([cH:15][cH:16][cH:17]1)[NH:13][C:12](=[O:18])[NH:11][CH2:10]2>>[O:1]([c:2]1[cH:3][cH:4][cH:5][cH:6][cH:7]1)[c:8]1[c:9]2[c:14]([cH:15][cH:16][cH:17]1)[N:13]([CH2:22][c:23]1[cH:24][cH:25][cH:26][cH:27][cH:28]1)[C:12](=[O:18])[NH:11][CH2:10]2. Starting materials: ClC=1C(=C(C(=NC1)N)[N+](=O)[O-])N1CCN(CC1)C(C)C1=CC=CC=C1 (5-chloro-3-nitro-4-(4-(1-phenylethyl)piperazin-1-yl)pyridin-2-amine), CN(C1=CC=C(C=O)C=C1)C (4-dimethylamino-benzaldehyde), [O-]S(=O)S(=O)[O-].[Na+].[Na+] (Na2S2O4). Run in C(C)O (ethanol). Conditions: temperature 70 celsius, time 1 minute. Product: ClC=1C(=C2C(=NC1)NC(=N2)C2=CC=C(N(C)C)C=C2)N2CCN(CC2)C(C)C2=CC=CC=C2 (4-(6-chloro-7-(4-(1-phenylethyl)piperazin-1-yl)-3H-imidazo[4,5-b]pyridin-2-yl)-N,N-dimethylaniline), hydrochloride salt. RXN SMILES: [Cl:1][C:2]1[C:3]([N:12]2[CH2:17][CH2:16][N:15]([CH:18]([C:20]3[CH:25]=[CH:24][CH:23]=[CH:22][CH:21]=3)[CH3:19])[CH2:14][CH2:13]2)=[C:4]([N+:9]([O-])=O)[C:5]([NH2:8])=[N:6][CH:7]=1.[CH3:26][N:27]([CH3:36])[C:28]1[CH:35]=[CH:34][C:31]([CH:32]=O)=[CH:30][CH:29]=1.[O-]S(S([O-])=O)=O.[Na+].[Na+]>C(O)C>[Cl:1][C:2]1[C:3]([N:12]2[CH2:17][CH2:16][N:15]([CH:18]([C:20]3[CH:25]=[CH:24][CH:23]=[CH:22][CH:21]=3)[CH3:19])[CH2:14][CH2:13]2)=[C:4]2[N:9]=[C:32]([C:31]3[CH:34]=[CH:35][C:28]([N:27]([CH3:36])[CH3:26])=[CH:29][CH:30]=3)[NH:8][C:5]2=[N:6][CH:7]=1 |f:2.3.4|. Procedure: To a mixture of 5-chloro-3-nitro-4-(4-(1-phenylethyl)piperazin-1-yl)pyridin-2-amine (0.038 g, 0.10 mmol), ethanol (3 ml), and 4-dimethylamino-benzaldehyde (0.023 g, 0.15 mmol) was added a freshly prepared aqueous solution of Na2S2O4 (1M; 0.44 ml, 0.44 mmol). The reaction mixture was heated at 70° C. for 6 h, then allowed to cool to room temperature and the solvents were removed in vacuo. The residue was absorbed on silica gel and the free running powder was placed on a 10 g isolute silica column... Starting materials: COC(=O)C1=C(OCCCN2CCC(CC2)NC(=O)C2=CC3=CN=C4C=CC=C(S2)N43)C=CC=C1 (N-[1-[3-(2-methoxycarbonylphenoxy)propan-1-yl]piperidin-4-yl]-5-thia-1,8b-diazaacenaphthylene-4-carboxamide), Cl (hydrochloric acid). Run in C(C)O (ethanol). The product is Cl.Cl.COC(=O)C1=C(OCCCN2CCC(CC2)NC(=O)C2=CC3=CN=C4C=CC=C(S2)N43)C=CC=C1 (N-[1-[3-(2-methoxycarbonylphenoxy)propan-1-yl]piperidin-4-yl]-5-thia-1,8b-diazaacenaphthylene-4-carboxamide dihydrochloride). Isolated yield 87.0%. As a reaction SMILES: [CH3:1][O:2][C:3]([C:5]1[CH:35]=[CH:34][CH:33]=[CH:32][C:6]=1[O:7][CH2:8][CH2:9][CH2:10][N:11]1[CH2:16][CH2:15][CH:14]([NH:17][C:18]([C:20]2[S:30][C:29]3[N:31]4[C:22](=[CH:23][N:24]=[C:25]4[CH:26]=[CH:27][CH:28]=3)[CH:21]=2)=[O:19])[CH2:13][CH2:12]1)=[O:4].[ClH:36]>C(O)C>[ClH:36].[ClH:36].[CH3:1][O:2][C:3]([C:5]1[CH:35]=[CH:34][CH:33]=[CH:32][C:6]=1[O:7][CH2:8][CH2:9][CH2:10][N:11]1[CH2:16][CH2:15][CH:14]([NH:17][C:18]([C:20]2[S:30][C:29]3[N:31]4[C:22](=[CH:23][N:24]=[C:25]4[CH:26]=[CH:27][CH:28]=3)[CH:21]=2)=[O:19])[CH2:13][CH2:12]1)=[O:4] |f:3.4.5|. Procedure: To a solution of 0.81 g (1.64 inmol.) of N-[1-[3-(2-methoxycarbonylphenoxy)propan-1-yl]piperidin-4-yl]-5-thia-1,8b-diazaacenaphthylene-4-carboxamide in ethanol (5 ml) was added, at room temperature, 1 ml (12 mmol.) of 12N hydrochloric acid. The mixture was stirred for several minutes. The reaction mixture was concentrated, to which was added acetonitrile. The resulting crystalline precipitate was collected by filtration, which was washed with ethanol and diethyl ether to give the object compound... Run in C(CO)O (ehtylene glycol). Reactants: FC(C1=CC(=NO1)NC(C(C)(C)C)=O)(F)F (5-trifluoromethyl-3-pivaloylaminoisoxazole), Cl (hydrochloric acid). Reaction SMILES: [F:1][C:2]([F:16])([F:15])[C:3]1[O:7][N:6]=[C:5]([NH:8]C(=O)C(C)(C)C)[CH:4]=1.Cl>C(O)CO>[F:1][C:2]([F:16])([F:15])[C:3]1[O:7][N:6]=[C:5]([NH2:8])[CH:4]=1. Yields the product FC(C1=CC(=NO1)N)(F)F (5-Trifluoromethyl-3-aminoisoxazole). Reported procedure: The reaction was carried out according to the same procedure as described in Example 50 except that 5-trifluoromethyl-3-pivaloylaminoisoxazole (0.7553 g, 3.20 mmole), 36% hydrochloric acid (0.81 g, 8.00 mmole) and ehtylene glycol (3.2 ml) were used. The product was then purified by column chromatography on silica gel to give the title compound. Yield: 0.3686 g (75.7%). The structure of this product was confirmed by NMR. The reactants are C(C1=CC=CC=C1)(=O)C1=CC(=NO1)C (5-benzoyl-3-methylisoxazole), BrC1=CC=CC=C1 (bromobenzene), [Mg] (magnesium), C1(=CC=CC=C1)[Mg]Br (phenylmagnesium bromide). Run in CCOCC (ether). The product is C1(=CC=CC=C1)C(O)(C1=CC(=NO1)C)C1=CC=CC=C1 (bis-phenyl-(3-methylisoxazol-5-yl)-carbinol). Isolated yield 79.2%. As a reaction SMILES: Br[C:2]1[CH:7]=[CH:6][CH:5]=[CH:4][CH:3]=1.[Mg].C1([Mg]Br)C=CC=CC=1.[C:17]([C:25]1[O:29][N:28]=[C:27]([CH3:30])[CH:26]=1)(=[O:24])[C:18]1[CH:23]=[CH:22][CH:21]=[CH:20][CH:19]=1>CCOCC>[C:2]1([C:17]([C:18]2[CH:23]=[CH:22][CH:21]=[CH:20][CH:19]=2)([C:25]2[O:29][N:28]=[C:27]([CH3:30])[CH:26]=2)[OH:24])[CH:7]=[CH:6][CH:5]=[CH:4][CH:3]=1. Procedure: From 31.4 grams (0.2 mole) bromobenzene and 4.86 grams (0.2 mole) magnesium turnings in 150 ml ether there was prepared a solution of phenylmagnesium bromide which was added dropwise at -5°C to a solution of 18.7 grams (0.1 mole) 5-benzoyl-3-methylisoxazole. Heating was effected slowly, followed by boiling under reflux for one hour and poured onto ice. After acidification with 25 ml hydrochloric acid, the ethereal phase was separated; washing with bicarbonate solution was effected, followed by d...